This data is from the Open Reaction Database (ORD), a public repository of structured organic reaction records. The task is: describe an organic reaction: reactants, conditions, products, and yield The reactants are O=C1c2ccccc2C(=O)N1CCCCc1nnn(C(c2ccccc2)(c2ccccc2)c2ccccc2)n1, C1CCOC1, CC(C)O, NN. The product is NCCCCc1nnn(C(c2ccccc2)(c2ccccc2)c2ccccc2)n1. Reaction SMILES: [C:1]([c:2]1[cH:3][cH:4][cH:5][cH:6][cH:7]1)([c:8]1[cH:9][cH:10][cH:11][cH:12][cH:13]1)([c:14]1[cH:15][cH:16][cH:17][cH:18][cH:19]1)[n:20]1[n:21][c:22]([CH2:25][CH2:26][CH2:27][CH2:28][N:29]2[C:30](=[O:31])[c:32]3[c:33]([cH:34][cH:35][cH:36][cH:37]3)[C:38]2=[O:39])[n:23][n:24]1.[CH2:46]1[O:47][CH2:48][CH2:49][CH2:50]1.[CH3:42][CH:43]([OH:44])[CH3:45].[NH2:40][NH2:41]>>[C:1]([c:2]1[cH:3][cH:4][cH:5][cH:6][cH:7]1)([c:8]1[cH:9][cH:10][cH:11][cH:12][cH:13]1)([c:14]1[cH:15][cH:16][cH:17][cH:18][cH:19]1)[n:20]1[n:21][c:22]([CH2:25][CH2:26][CH2:27][CH2:28][NH2:29])[n:23][n:24]1. The reactants are CCO, CCOC(C)=O, [Cl-], [Fe], [NH4+], C1CCOC1, O, CCOC(=O)c1cc([N+](=O)[O-])c(Sc2ccc(NC(=O)OCC3c4ccccc4-c4ccccc43)cc2)s1. The product is CCOC(=O)c1cc(N)c(Sc2ccc(NC(=O)OCC3c4ccccc4-c4ccccc43)cc2)s1. Reaction SMILES: [CH3:41][CH2:42][OH:43].[CH3:50][CH2:51][O:52][C:53](=[O:54])[CH3:55].[Cl-:39].[Fe:56].[NH4+:40].[O:44]1[CH2:45][CH2:46][CH2:47][CH2:48]1.[OH2:49].[cH:1]1[cH:2][cH:3][cH:4][c:5]2[c:13]1[CH:12]([CH2:14][O:15][C:16](=[O:17])[NH:18][c:19]1[cH:20][cH:21][c:22]([S:25][c:26]3[c:27]([N+:36]([O-:37])=[O:38])[cH:28][c:29]([C:31](=[O:32])[O:33][CH2:34][CH3:35])[s:30]3)[cH:23][cH:24]1)[c:11]1[c:6]-2[cH:7][cH:8][cH:9][cH:10]1>>[cH:1]1[cH:2][cH:3][cH:4][c:5]2[c:13]1[CH:12]([CH2:14][O:15][C:16](=[O:17])[NH:18][c:19]1[cH:20][cH:21][c:22]([S:25][c:26]3[c:27]([NH2:36])[cH:28][c:29]([C:31](=[O:32])[O:33][CH2:34][CH3:35])[s:30]3)[cH:23][cH:24]1)[c:11]1[c:6]-2[cH:7][cH:8][cH:9][cH:10]1. Starting materials: [N-]=[N+]=[N-].[Na+] (sodium azide), O(C1=CC=CC=C1)P1(OC(CCC1)CI)=O (2-phenoxy-2-oxo-6-iodomethyl-1,2-oxaphosphorinane). Reagents/catalysts: [Br-].C(CCC)[N+](CCCC)(CCCC)CCCC (tetrabutylammonium bromide). The solvent is C1=CC=CC=C1.CN(C)C=O (benzene DMF). Product: O(C1=CC=CC=C1)P1(OC(CCC1)CN=[N+]=[N-])=O (2-phenoxy-2-oxo-6-(azidomethyl)-1,2-oxaphosphorinane). Yield: 96.0%. Reaction SMILES: [N-:1]=[N+:2]=[N-:3].[Na+].[O:5]([P:12]1(=[O:20])[CH2:17][CH2:16][CH2:15][CH:14]([CH2:18]I)[O:13]1)[C:6]1[CH:11]=[CH:10][CH:9]=[CH:8][CH:7]=1>[Br-].C([N+](CCCC)(CCCC)CCCC)CCC.C1C=CC=CC=1.CN(C=O)C>[O:5]([P:12]1(=[O:20])[CH2:17][CH2:16][CH2:15][CH:14]([CH2:18][N:1]=[N+:2]=[N-:3])[O:13]1)[C:6]1[CH:7]=[CH:8][CH:9]=[CH:10][CH:11]=1 |f:0.1,3.4,5.6|. Procedure: A suspension containing two equivalents of sodium azide, one equivalent of the above-prepared iodonated oxaphosphorinane and a catalytic amount of about 0.1 equivalent of tetrabutylammonium bromide in benzene/DMF (1:1) was heated to 60-80 degrees C. for 16 hours to produce 2-phenoxy-2-oxo-6-(azidomethyl)-1,2-oxaphosphorinane in 96 percent yield as a white solid. The reactants are CCN=C=NCCCN(C)C, CC#N, Cl, Cc1ccc(CC(N)C(O)c2ccc(F)cc2)cc1OC(F)(F)C(F)F, O, On1nnc2ccccc21, O=C(O)c1cccc2c1C=CCCC2. Yields the product Cc1ccc(CC(NC(=O)c2cccc3c2C=CCCC3)C(O)c2ccc(F)cc2)cc1OC(F)(F)C(F)F. Reaction SMILES: [CH2:42]([N:43]=[C:44]=[N:45][CH2:46][CH2:47][CH2:48][N:49]([CH3:50])[CH3:51])[CH3:52].[CH3:63][C:64]#[N:65].[ClH:41].[NH2:1][CH:2]([CH:3]([OH:4])[c:5]1[cH:6][cH:7][c:8]([F:11])[cH:9][cH:10]1)[CH2:12][c:13]1[cH:14][c:15]([O:20][C:21]([CH:22]([F:23])[F:24])([F:25])[F:26])[c:16]([CH3:19])[cH:17][cH:18]1.[OH2:66].[OH:53][n:54]1[c:55]2[cH:56][cH:57][cH:58][cH:59][c:60]2[n:61][n:62]1.[c:27]1([C:38](=[O:39])[OH:40])[cH:28][cH:29][cH:30][c:31]2[c:32]1[CH:33]=[CH:34][CH2:35][CH2:36][CH2:37]2>>[NH:1]([CH:2]([CH:3]([OH:4])[c:5]1[cH:6][cH:7][c:8]([F:11])[cH:9][cH:10]1)[CH2:12][c:13]1[cH:14][c:15]([O:20][C:21]([CH:22]([F:23])[F:24])([F:25])[F:26])[c:16]([CH3:19])[cH:17][cH:18]1)[C:38]([c:27]1[cH:28][cH:29][cH:30][c:31]2[c:32]1[CH:33]=[CH:34][CH2:35][CH2:36][CH2:37]2)=[O:39]. Reactants: N#Cc1cccnc1, CCOC(C)=O, NCC1CCN(C(=O)OCc2ccccc2)CC1. Product: N#Cc1cccnc1NCC1CCN(C(=O)OCc2ccccc2)CC1. RXN SMILES: [C:19](#[N:20])[c:21]1[cH:22][n:23][cH:24][cH:25][cH:26]1.[CH3:27][CH2:28][O:29][C:30]([CH3:31])=[O:32].[NH2:1][CH2:2][CH:3]1[CH2:4][CH2:5][N:6]([C:9](=[O:10])[O:11][CH2:12][c:13]2[cH:14][cH:15][cH:16][cH:17][cH:18]2)[CH2:7][CH2:8]1>>[NH:1]([CH2:2][CH:3]1[CH2:4][CH2:5][N:6]([C:9](=[O:10])[O:11][CH2:12][c:13]2[cH:14][cH:15][cH:16][cH:17][cH:18]2)[CH2:7][CH2:8]1)[c:22]1[c:21]([C:19]#[N:20])[cH:26][cH:25][cH:24][n:23]1.